From a dataset of the Open Reaction Database (ORD), a public repository of structured organic reaction records. describe an organic reaction: reactants, conditions, products, and yield Starting materials: CC=1SC(=C(N1)C)C1=NC(=NC=C1)NC1=CC=C(C=C1)N(C)C (N-[4-(2,4-dimethyl-thiazol-5-yl)-pyrimidin-2-yl]-N′,N′-dimethyl-benzene-1,4-diamine), ice water, C(=O)(O)[O-].[Na+] (NaHCO3), [N+](=O)(O)[O-] (HNO3), [N+](=O)(OC(C)=O)[O-] (acetyl nitrate). The solvent is CC(=O)OC(=O)C (Ac2O), CC(=O)OC(=O)C (Ac2O). Reaction conditions: time 15 minute. The product is CC=1SC(=C(N1)C)C1=NC(=NC=C1)NC1=CC(=C(C=C1)N(C)C)[N+](=O)[O-] (N4-[4-(2,4-Dimethyl-thiazol-5-yl)-pyrimidin-2-yl]-N1,N1-dimethyl-2-nitro-benzene-1,4-diamine). The yield is 57.6%. Reaction SMILES: [N+:1]([O-:4])(O)=[O:2].[CH3:5][C:6]1[S:7][C:8]([C:12]2[CH:17]=[CH:16][N:15]=[C:14]([NH:18][C:19]3[CH:24]=[CH:23][C:22]([N:25]([CH3:27])[CH3:26])=[CH:21][CH:20]=3)[N:13]=2)=[C:9]([CH3:11])[N:10]=1.[N+]([O-])(OC(=O)C)=O.C([O-])(O)=O.[Na+]>CC(OC(C)=O)=O>[CH3:5][C:6]1[S:7][C:8]([C:12]2[CH:17]=[CH:16][N:15]=[C:14]([NH:18][C:19]3[CH:24]=[CH:23][C:22]([N:25]([CH3:27])[CH3:26])=[C:21]([N+:1]([O-:4])=[O:2])[CH:20]=3)[N:13]=2)=[C:9]([CH3:11])[N:10]=1 |f:3.4|. Procedure: HNO3 (69% aq, 24 μL, 0.36 mmol) was added dropwise to Ac2O (1 mL) at room temperature, keeping the internal temperature below 25° C. The mixture was stirred at room temperature for 15 min before cooling to −5° C. in an ice-MeOH bath. Compound N-[4-(2,4-dimethyl-thiazol-5-yl)-pyrimidin-2-yl]-N′,N′-dimethyl-benzene-1,4-diamine (50 mg, 0.15 mmol) was slurried in Ac2O (1 mL) and added dropwise to the cooled solution of acetyl nitrate. The mixture was stirred with cooling for 1 h then a further 2 h a...